Task: describe an organic reaction: reactants, conditions, products, and yield. Dataset: the Open Reaction Database (ORD), a public repository of structured organic reaction records Reactants: ClC1=NC=CC(=N1)C1=C(N=C(O1)N1CCCC1)C=1C=C(C=CC1)NS(=O)(=O)C1=C(C=CC=C1F)F (N-{3-[5-(2-chloro-4-pyrimidinyl)-2-(1-pyrrolidinyl)-1,3-oxazol-4-yl]phenyl}-2,6-difluorobenzenesulfonamide). Run in C(C(C)C)N (isobutylamine). Reaction conditions: temperature 45 celsius. The product is FC1=C(C(=CC=C1)F)S(=O)(=O)NC1=CC(=CC=C1)C=1N=C(OC1C1=NC(=NC=C1)NCC(C)C)N1CCCC1 (2,6-Difluoro-N-{3-[5-{2-[(2-methylpropyl)amino]-4-pyrimidinyl}-2-(1-pyrrolidinyl)-1,3-oxazol-4-yl]phenyl}benzenesulfonamide). The yield is 138.3%. RXN SMILES: Cl[C:2]1[N:7]=[C:6]([C:8]2[O:12][C:11]([N:13]3[CH2:17][CH2:16][CH2:15][CH2:14]3)=[N:10][C:9]=2[C:18]2[CH:19]=[C:20]([NH:24][S:25]([C:28]3[C:33]([F:34])=[CH:32][CH:31]=[CH:30][C:29]=3[F:35])(=[O:27])=[O:26])[CH:21]=[CH:22][CH:23]=2)[CH:5]=[CH:4][N:3]=1>C(N)C(C)C>[F:35][C:29]1[CH:30]=[CH:31][CH:32]=[C:33]([F:34])[C:28]=1[S:25]([NH:24][C:20]1[CH:21]=[CH:22][CH:23]=[C:18]([C:9]2[N:10]=[C:11]([N:13]3[CH2:17][CH2:16][CH2:15][CH2:14]3)[O:12][C:8]=2[C:6]2[CH:5]=[CH:4][N:3]=[C:2]([NH:10][CH2:9][CH:18]([CH3:19])[CH3:23])[N:7]=2)[CH:19]=1)(=[O:27])=[O:26]. Procedure details: To a 8 mL vial N-{3-[5-(2-chloro-4-pyrimidinyl)-2-(1-pyrrolidinyl)-1,3-oxazol-4-yl]phenyl}-2,6-difluorobenzenesulfonamide (0.100 g, 0.193 mmol) was taken up in isobutylamine (2 mL) to give a yellow solution. Vial was capped and heated to 45° C. for 2 h. The solvent was removed and residue was purified via Gilson Acidic HPLC (10 to 90% gradient, Acetonitrile/H2O+TFA; C18 column). Desired fractions were diluted with EtOAc and washed with saturated aq. NaHCO3, dried over Na2SO4 and solvent removed ...